Dataset: the Open Reaction Database (ORD), a public repository of structured organic reaction records. Task: describe an organic reaction: reactants, conditions, products, and yield Starting materials: polymer, C(C1=CC=CC=C1)(=O)Cl (benzoyl chloride), FC1=C(C(=C(C(=C1O)F)F)F)F (pentafluorophenol), ( III ), ( III ). Product: C(C1=CC=CC=C1)(=O)O (Benzoic Acid). RXN SMILES: [C:1](Cl)(=[O:8])[C:2]1[CH:7]=[CH:6][CH:5]=[CH:4][CH:3]=1.FC1C([OH:17])=C(F)C(F)=C(F)C=1F>>[C:1]([OH:8])(=[O:17])[C:2]1[CH:7]=[CH:6][CH:5]=[CH:4][CH:3]=1. Procedure details: The procedure was the same as for the polymer of Example 9(b) except that 0.125 mole (III) was replaced by a combination of 0.121 mole (III) and 0.004 mole benzoyl chloride. Inherent viscosity in pentafluorophenol was 0.57 dL/g. Thermal properties were very similar to Example 9(b). Starting materials: [Cl-].O[NH3+] (hydroxylammonium chloride), C(O)([O-])=O.[Na+] (sodium hydrogencarbonate), CS(=O)C (dimethyl sulfoxide), CC1(OC2=C(C1)C=C(C=C2)N2C(N(C1=C(C2=O)C=C(S1)CC)CC1=C(C=C(C=C1)C=1C(=CC=CC1)C#N)F)=O)C (4′-{[3-(2,2-dimethyl-2,3-dihydro-1-benzofuran-5-yl)-6-ethyl-2,4-dioxo-3,4-dihydrothieno[2,3-d]pyrimidin-1(2H)-yl]methyl}-3′-fluorobiphenyl-2-carbonitrile). The solvent is O (water). Conditions: temperature 40 celsius, time 30 minute. The product is CC1(OC2=C(C1)C=C(C=C2)N2C(N(C1=C(C2=O)C=C(S1)CC)CC1=C(C=C(C=C1)C1=C(C=CC=C1)C1=NOC(N1)=O)F)=O)C (3-(2,2-dimethyl-2,3-dihydro-1-benzofuran-5-yl)-6-ethyl-1-{[3-fluoro-2′-(5-oxo-4,5-dihydro-1,2,4-oxadiazol-3-yl)biphenyl-4-yl]methyl}thieno[2,3-d]pyrimidine-2,4(1H,3H)-dione). Isolated yield 71.9%. Reaction SMILES: [Cl-].O[NH3+:3].[C:4](=[O:7])([O-])[OH:5].[Na+].CS(C)=O.[CH3:13][C:14]1([CH3:52])[CH2:18][C:17]2[CH:19]=[C:20]([N:23]3[C:28](=[O:29])[C:27]4[CH:30]=[C:31]([CH2:33][CH3:34])[S:32][C:26]=4[N:25]([CH2:35][C:36]4[CH:41]=[CH:40][C:39]([C:42]5[C:43]([C:48]#[N:49])=[CH:44][CH:45]=[CH:46][CH:47]=5)=[CH:38][C:37]=4[F:50])[C:24]3=[O:51])[CH:21]=[CH:22][C:16]=2[O:15]1>O>[CH3:52][C:14]1([CH3:13])[CH2:18][C:17]2[CH:19]=[C:20]([N:23]3[C:28](=[O:29])[C:27]4[CH:30]=[C:31]([CH2:33][CH3:34])[S:32][C:26]=4[N:25]([CH2:35][C:36]4[CH:41]=[CH:40][C:39]([C:42]5[CH:47]=[CH:46][CH:45]=[CH:44][C:43]=5[C:48]5[NH:3][C:4](=[O:7])[O:5][N:49]=5)=[CH:38][C:37]=4[F:50])[C:24]3=[O:51])[CH:21]=[CH:22][C:16]=2[O:15]1 |f:0.1,2.3|. Procedure details: A mixture of hydroxylammonium chloride (1.2 g), sodium hydrogencarbonate (1.6 g) and dimethyl sulfoxide (10 mL) was stirred at 40° C. for 30 min, 4′-{[3-(2,2-dimethyl-2,3-dihydro-1-benzofuran-5-yl)-6-ethyl-2,4-dioxo-3,4-dihydrothieno[2,3-d]pyrimidin-1(2H)-yl]methyl}-3′-fluorobiphenyl-2-carbonitrile (0.54 g) was added, and the mixture was stirred at 90° C. for 16 hr. To the reaction mixture was added water, and the precipitated solid was collected by filtration, washed with water, and dried under... Starting materials: COc1cc2nccc(Oc3ccc(N)cc3)c2cc1OC, Cc1ccccc1, COc1ccc(Cl)cc1N=C=O. Yields the product COc1ccc(Cl)cc1NC(=O)Nc1ccc(Oc2ccnc3cc(OC)c(OC)cc23)cc1. Reaction SMILES: [CH3:1][O:2][c:3]1[cH:4][c:5]2[c:6]([O:15][c:16]3[cH:17][cH:18][c:19]([NH2:22])[cH:20][cH:21]3)[cH:7][cH:8][n:9][c:10]2[cH:11][c:12]1[O:13][CH3:14].[CH3:35][c:36]1[cH:37][cH:38][cH:39][cH:40][cH:41]1.[Cl:23][c:24]1[cH:25][c:26]([N:32]=[C:33]=[O:34])[c:27]([O:30][CH3:31])[cH:28][cH:29]1>>[CH3:1][O:2][c:3]1[cH:4][c:5]2[c:6]([O:15][c:16]3[cH:17][cH:18][c:19]([NH:22][C:33]([NH:32][c:26]4[cH:25][c:24]([Cl:23])[cH:29][cH:28][c:27]4[O:30][CH3:31])=[O:34])[cH:20][cH:21]3)[cH:7][cH:8][n:9][c:10]2[cH:11][c:12]1[O:13][CH3:14].